From a dataset of the Open Reaction Database (ORD), a public repository of structured organic reaction records. describe an organic reaction: reactants, conditions, products, and yield Starting materials: C(C)OC1=C(N=C2C(=N1)N(N=C2C)CC)C(=O)O (6-ethoxy-1-ethyl-3-methyl-1H-pyrazolo-[3,4-b]pyrazine-5-carboxylic acid), S(=O)(Cl)Cl (thionyl chloride). Yields the product C(C)OC1=C(N=C2C(=N1)N(N=C2C)CC)C(=O)Cl (6-Ethoxy-1-ethyl-3-methyl-1H-pyrazolo[3,4-b]pyrazine-5-carbonyl chloride). Reaction SMILES: [CH2:1]([O:3][C:4]1[N:9]=[C:8]2[N:10]([CH2:14][CH3:15])[N:11]=[C:12]([CH3:13])[C:7]2=[N:6][C:5]=1[C:16]([OH:18])=O)[CH3:2].S(Cl)([Cl:21])=O>>[CH2:1]([O:3][C:4]1[N:9]=[C:8]2[N:10]([CH2:14][CH3:15])[N:11]=[C:12]([CH3:13])[C:7]2=[N:6][C:5]=1[C:16]([Cl:21])=[O:18])[CH3:2]. Procedure details: 22.7 g. of 6-ethoxy-1-ethyl-3-methyl-1H-pyrazolo-[3,4-b]pyrazine-5-carboxylic acid (0.09 mol.) and 250 ml. of thionyl chloride are heated at reflux temperature for two hours. After vacuum removal of excess thionyl chloride, the residual 6-ethoxy-1-ethyl-3-methyl-1H-pyrazolo[3,4-b]pyrazine-5-carbonyl chloride is recrystallized from hexane, yield 20.5 g. (85%), m.p. 109°-111°. Reactants: [N+](=O)([O-])C=1C=C(C=CC1)C=1OC=2C=NC=CC2N1 (2-(3-nitrophenyl)oxazolo[5,4-c]pyridine), [NH4+].[Cl-] (NH4Cl). The reagents and catalysts are [Fe] (iron). Run in CO.O (CH3OH H2O). The product is N1=C(OC=2C=NC=CC21)C=2C=C(C=CC2)N (3-(oxazolo[5,4-c]pyridin-2-yl)benzenamine). The yield is 31.2%. As a reaction SMILES: [N+:1]([C:4]1[CH:5]=[C:6]([C:10]2[O:11][C:12]3[CH:13]=[N:14][CH:15]=[CH:16][C:17]=3[N:18]=2)[CH:7]=[CH:8][CH:9]=1)([O-])=O.[NH4+].[Cl-]>CO.O.[Fe]>[N:18]1[C:17]2[CH:16]=[CH:15][N:14]=[CH:13][C:12]=2[O:11][C:10]=1[C:6]1[CH:5]=[C:4]([NH2:1])[CH:9]=[CH:8][CH:7]=1 |f:1.2,3.4|. Reported procedure: A suspension of 2-(3-nitrophenyl)oxazolo[5,4-c]pyridine (1.20 g, 5 mmol), iron powder (1.40 g, 25 mmol) and NH4Cl (2.14 g, 40 mmol) in CH3OH:H2O (4:1, 60 mL) was refluxed for 6 hrs. The reaction mixture was filtered and the filtrate was evaporated in vacuo. The residue was poured into water. The precipitate was collected by filtration, and washed with water (20 mL×3) to afford 3-(oxazolo[5,4-c]pyridin-2-yl)benzenamine as a white solid (0.330 g, yield: 31%). Reactants: C(C1=CC=CC=C1)OC([C@@H](NC([C@@H](NC([C@@H](NC([C@@H](NC(=O)OCC1C2=CC=CC=C2C=2C=CC=CC12)CCC(OC(C)(C)C)=O)=O)CC1=C(C=CC=C1)C)=O)C(C)(C)C)=O)CC1CCCC1)=O (N-[N-[N-[O-tert-butyl-N-[(9-fluorenyl)methoxycarbonyl]-L-α-glutamyl]-2-methyl-L-phenylalanyl]-3-methyl-L-valyl]-3-cyclopentyl-L-alanine benzyl ester), amine, N-(9-fluorenylmethoxycarbonyl)-O-tert-butyl-L-α-aspartic acid, ON1N=NC2=C1C=CC=C2 (1-hydroxybenzotriazole), of1-(3-dimethylaminopropyl)-3-ethylcarbodiimide hydrochloride. Run in N1CCCCC1 (piperidine), ClCCl (dichloromethane), ClCCl (dichloromethane). Run at time 18 hour. Yields the product C(C1=CC=CC=C1)OC([C@@H](N)CC1CCCC1)=O (3-cyclopentyl-L-alanine benzyl ester). RXN SMILES: [CH2:1]([O:8][C:9](=[O:68])[C@H:10]([CH2:62][CH:63]1[CH2:67][CH2:66][CH2:65][CH2:64]1)[NH:11]C(=O)[C@H](C(C)(C)C)NC(=O)[C@H](CC1C=CC=CC=1C)NC(=O)[C@H](CCC(=O)OC(C)(C)C)NC(OCC1C2C=CC=CC=2C2C1=CC=CC=2)=O)[C:2]1[CH:7]=[CH:6][CH:5]=[CH:4][CH:3]=1.ON1C2C=CC=CC=2N=N1>N1CCCCC1.ClCCl>[CH2:1]([O:8][C:9](=[O:68])[C@H:10]([CH2:62][CH:63]1[CH2:64][CH2:65][CH2:66][CH2:67]1)[NH2:11])[C:2]1[CH:7]=[CH:6][CH:5]=[CH:4][CH:3]=1. Reported procedure: A solution of 520 mg (0.56 mmol) of N-[N-[N-[O-tert-butyl-N-[(9-fluorenyl)methoxycarbonyl]-L-α-glutamyl]-2-methyl-L-phenylalanyl]-3-methyl-L-valyl]-3-cyclopentyl-L-alanine benzyl ester in 3 ml of piperidine and 12 ml of dichloromethane was stirred at room temperature for 30 minutes. The solvent was removed by evaporation and the residue was chromatographed on silica gel using firstly ethyl acetate/petrol (1:1) and then methanol/dichloromethane (1:9) for the elution. The resulting amine was added... Reactants: C[O-].[Na+] (sodium methoxide), Cl (hydrochloric acid), ClC=1C(=C(C(=O)OC)C=C(C1)Cl)N (methyl 3,5-dichloro-2-aminobenzoate), NOCCO (2-(aminooxy)ethanol). Solvent: CO (methanol), O (water), CO (methanol). Run at temperature 50 celsius, time 8 hour. The product is ClC=1C(=C(C(=O)NOCCO)C=C(C1)Cl)N (3,5-dichloro-2-amino-N-(2-hydroxyethoxy)benzamide). Reaction SMILES: [Cl:1][C:2]1[C:3]([NH2:13])=[C:4]([CH:9]=[C:10]([Cl:12])[CH:11]=1)[C:5]([O:7]C)=O.[NH2:14][O:15][CH2:16][CH2:17][OH:18].C[O-].[Na+].Cl>CO.O>[Cl:1][C:2]1[C:3]([NH2:13])=[C:4]([CH:9]=[C:10]([Cl:12])[CH:11]=1)[C:5]([NH:14][O:15][CH2:16][CH2:17][OH:18])=[O:7] |f:2.3|. Procedure details: 9 g (40.9 mmol) of methyl 3,5-dichloro-2-aminobenzoate and 6.3 g (81.8 mmol) of 2-(aminooxy)ethanol are initially charged in 90 ml of methanol, and 22.1 g (122.7 mmol) of sodium methoxide as a 30% strength solution in methanol are added dropwise at 20° C. The mixture is stirred at 50° C. overnight. The mixture is cooled and poured onto 400 ml of water, and the pH is adjusted to 3 using 1 N hydrochloric acid. The mixture is extracted 3 times with in each case 150 ml of ethyl acetate and the extra... Starting materials: CC=1OC2=C(N1)C=CC=1CCC(C12)=CC#N ((2-methyl-6,7-dihydro-8H-indeno[5,4-d][1,3]oxazol-8-ylidene)acetonitrile), N.C(C)O (ammonia ethanol). The reagents and catalysts are [Co] (cobalt). Solvent: C(C)O (ethanol). Run at time 3 hour. The product is CC=1OC2=C(N1)C=CC=1CCC(C12)=CCN (2-(2-Methyl-6,7-dihydro-8H-indeno[5,4-d][1,3]oxazol-8-ylidene)ethanamine). Reaction SMILES: [CH3:1][C:2]1[O:3][C:4]2[C:13]3[C:12](=[CH:14][C:15]#[N:16])[CH2:11][CH2:10][C:9]=3[CH:8]=[CH:7][C:5]=2[N:6]=1.N.C(O)C>C(O)C.[Co]>[CH3:1][C:2]1[O:3][C:4]2[C:13]3[C:12](=[CH:14][CH2:15][NH2:16])[CH2:11][CH2:10][C:9]=3[CH:8]=[CH:7][C:5]=2[N:6]=1 |f:1.2|. Procedure details: To a solution of (2-methyl-6,7-dihydro-8H-indeno[5,4-d][1,3]oxazol-8-ylidene)acetonitrile (290 mg, 1.38 mmol) in ethanol (8 mL) were added Raney cobalt (3 g) and 2N ammonia/ethanol solution (4 mL), and the mixture was stirred at room temperature for 3 hr under a hydrogen atmosphere. The catalyst was filtered off using celite, and the filtrate was concentrated under reduced pressure to give the title compound. The obtained title compound was used for the reaction of Examples 3 and 5 without furth...